From a dataset of the Open Reaction Database (ORD), a public repository of structured organic reaction records. describe an organic reaction: reactants, conditions, products, and yield Starting materials: OCC1=NC=C(C=N1)C1(CC=CC1)C(=O)OCC (ethyl 1-(2-hydroxymethylpyrimidin-5-yl)cyclopent-3-ene carboxylate), N1=CC=CC=C1 (pyridine), S(=O)(Cl)Cl (thionyl chloride). Run in C(Cl)(Cl)Cl (chloroform). Yields the product C(C)OC(=O)C1(CC=CC1)C=1C=NC(=NC1)CCl (1-(2-chloromethylpyrimidin-5-yl)cyclopent-3-ene carboxylic acid ethyl ester). As a reaction SMILES: O[CH2:2][C:3]1[N:8]=[CH:7][C:6]([C:9]2([C:14]([O:16][CH2:17][CH3:18])=[O:15])[CH2:13][CH:12]=[CH:11][CH2:10]2)=[CH:5][N:4]=1.N1C=CC=CC=1.S(Cl)([Cl:27])=O>C(Cl)(Cl)Cl>[CH2:17]([O:16][C:14]([C:9]1([C:6]2[CH:5]=[N:4][C:3]([CH2:2][Cl:27])=[N:8][CH:7]=2)[CH2:13][CH:12]=[CH:11][CH2:10]1)=[O:15])[CH3:18]. Procedure details: To a solution of ethyl 1-(2-hydroxymethylpyrimidin-5-yl)cyclopent-3-ene carboxylate (5.0 g, 20.1 mmol), in chloroform (50 ml) was added pyridine (5.1 ml), followed by thionyl chloride (4.4 ml, 60.3 mmol). The reaction mixture was refluxed for 30 minutes, cooled to room temperature and quenched with water (50 ml). The chloroform layer was collected, washed successively with saturated sodium bicarbonate solution and saturated sodium chloride solution. The organic extract was dried over MgSO4 and t... Starting materials: O=c1ccccn1C(=S)n1ccccc1=O, COc1cc(N)ccc1-n1cnc(C)n1, ClCCl. Product: COc1cc(N=C=S)ccc1-n1cnc(C)n1. As a reaction SMILES: [C:16](=[S:17])([n:18]1[cH:19][cH:20][cH:21][cH:22][c:23]1=[O:24])[n:25]1[cH:26][cH:27][cH:28][cH:29][c:30]1=[O:31].[CH3:1][O:2][c:3]1[cH:4][c:5]([NH2:6])[cH:7][cH:8][c:9]1-[n:10]1[n:11][c:12]([CH3:15])[n:13][cH:14]1.[Cl:32][CH2:33][Cl:34]>>[CH3:1][O:2][c:3]1[cH:4][c:5]([N:6]=[C:16]=[S:17])[cH:7][cH:8][c:9]1-[n:10]1[n:11][c:12]([CH3:15])[n:13][cH:14]1. Reactants: C1CCOC1, COC(=O)c1ccc(CCC(=O)N2CCN(CCC(C)(C)C)CC2)c(C)c1, [Li+], [OH-], O, O. Product: Cc1cc(C(=O)O)ccc1CCC(=O)N1CCN(CCC(C)(C)C)CC1. Reaction SMILES: [CH2:31]1[O:32][CH2:33][CH2:34][CH2:35]1.[CH3:4][O:5][C:6]([c:7]1[cH:8][c:9]([CH3:29])[c:10]([CH2:13][CH2:14][C:15](=[O:16])[N:17]2[CH2:18][CH2:19][N:20]([CH2:23][CH2:24][C:25]([CH3:26])([CH3:27])[CH3:28])[CH2:21][CH2:22]2)[cH:11][cH:12]1)=[O:30].[Li+:3].[OH-:2].[OH2:1].[OH2:36]>>[O:5]=[C:6]([c:7]1[cH:8][c:9]([CH3:29])[c:10]([CH2:13][CH2:14][C:15](=[O:16])[N:17]2[CH2:18][CH2:19][N:20]([CH2:23][CH2:24][C:25]([CH3:26])([CH3:27])[CH3:28])[CH2:21][CH2:22]2)[cH:11][cH:12]1)[OH:30].